From a dataset of the Open Reaction Database (ORD), a public repository of structured organic reaction records. describe an organic reaction: reactants, conditions, products, and yield The reactants are C(C)OC(C(C(=O)O)CCCCCCC1CCCC1)=O ((6-cyclopentylhexyl)-malonic acid ethyl ester), C=O (paraformaldehyde), N1CCCCC1 (piperidine). Run in N1=CC=CC=C1 (pyridine). Yields the product C(C)OC(C(CCCCCCC1CCCC1)=C)=O (8-Cyclopentyl-2-methyleneoctanoic acid ethyl ester). As a reaction SMILES: [CH2:1]([O:3][C:4](=[O:20])[CH:5]([CH2:9][CH2:10][CH2:11][CH2:12][CH2:13][CH2:14][CH:15]1[CH2:19][CH2:18][CH2:17][CH2:16]1)[C:6](O)=O)[CH3:2].C=O.N1CCCCC1>N1C=CC=CC=1>[CH2:1]([O:3][C:4](=[O:20])[C:5](=[CH2:6])[CH2:9][CH2:10][CH2:11][CH2:12][CH2:13][CH2:14][CH:15]1[CH2:16][CH2:17][CH2:18][CH2:19]1)[CH3:2]. Reported procedure: 11.5 g of 8-cyclopentyl-2-methyleneoctanoic acid ethyl ester, in the form of a nearly colourless oil, which is purified by chromatography on silica gel (migrating agent: 95:5 petroleum ether/ethyl acetate), are obtained by the procedure described in Example (1b) from 22.1 g of (6-cyclopentylhexyl)-malonic acid ethyl ester, 2.8 g of paraformaldehyde, 22 ml of pyridine and 1 ml of piperidine. Starting materials: Br, COc1cccc(C(C)N(C)C)c1. The product is CC(c1cccc(O)c1)N(C)C. As a reaction SMILES: [BrH:14].[CH3:1][O:2][c:3]1[cH:4][c:5]([CH:9]([CH3:10])[N:11]([CH3:12])[CH3:13])[cH:6][cH:7][cH:8]1>>[OH:2][c:3]1[cH:4][c:5]([CH:9]([CH3:10])[N:11]([CH3:12])[CH3:13])[cH:6][cH:7][cH:8]1. Reactants: COc1ccc2c(c1OCc1ccccc1)CCN(C=O)C2, CC(=O)O, [Pd]. Yields the product COc1ccc2c(c1O)CCN(C=O)C2. Reaction SMILES: [CH2:1]([c:2]1[cH:3][cH:4][cH:5][cH:6][cH:7]1)[O:8][c:9]1[c:10]2[c:15]([cH:16][cH:17][c:18]1[O:19][CH3:20])[CH2:14][N:13]([CH:21]=[O:22])[CH2:12][CH2:11]2.[CH3:23][C:24](=[O:25])[OH:26].[Pd:27]>>[OH:8][c:9]1[c:10]2[c:15]([cH:16][cH:17][c:18]1[O:19][CH3:20])[CH2:14][N:13]([CH:21]=[O:22])[CH2:12][CH2:11]2. Starting materials: C(C1=CC=CC=C1)NS(=O)(=O)N (benzylsulfamide), CC(C)(C)[O-].[K+] (potassium tert-butylate). Run at time 15 minute. The product is [K+].C(C1=CC=CC=C1)NS(=O)(=O)[NH-] (benzylsulfamide potassium salt). The yield is 100.6%. Reaction SMILES: [CH2:1]([NH:8][S:9]([NH2:12])(=[O:11])=[O:10])[C:2]1[CH:7]=[CH:6][CH:5]=[CH:4][CH:3]=1.CC([O-])(C)C.[K+:18]>>[K+:18].[CH2:1]([NH:8][S:9]([NH-:12])(=[O:11])=[O:10])[C:2]1[CH:3]=[CH:4][CH:5]=[CH:6][CH:7]=1 |f:1.2,3.4|. Procedure details: To a solution of benzylsulfamide (17.98 g) in McOH (300 mL) was carefully added potassium tert-butylate (10.8 g). The mixture was stirred at rt for 15 min before the solvent was evaporated. The remaining residue was dried under HV to give benzylsulfamide potassium salt as an off-white powder (21.73 g). The reactants are O(C1=CC=CC=C1)C1=C2CCCNC2=CC=C1 (5-phenoxy-1,2,3,4-tetrahydro-quinoline), N1C(=NC=C1)C=O (imidazole-2-carboxaldehyde), C(#N)[BH3-].[Na+] (sodium cyanoborohydride). Reagents/catalysts: [Cl-].[Zn+2].[Cl-] (zinc chloride). Solvent: CO (methanol). Product: N1C(=NC=C1)CN1CCCC2=C(C=CC=C12)OC1=CC=CC=C1 (1-(1H-Imidazol-2-ylmethyl)-5-phenoxy-1,2,3,4-tetrahydro-quinoline). Reaction SMILES: [O:1]([C:8]1[CH:17]=[CH:16][CH:15]=[C:14]2[C:9]=1[CH2:10][CH2:11][CH2:12][NH:13]2)[C:2]1[CH:7]=[CH:6][CH:5]=[CH:4][CH:3]=1.[NH:18]1[CH:22]=[CH:21][N:20]=[C:19]1[CH:23]=O.C([BH3-])#N.[Na+]>CO.[Cl-].[Zn+2].[Cl-]>[NH:18]1[CH:22]=[CH:21][N:20]=[C:19]1[CH2:23][N:13]1[C:14]2[C:9](=[C:8]([O:1][C:2]3[CH:3]=[CH:4][CH:5]=[CH:6][CH:7]=3)[CH:17]=[CH:16][CH:15]=2)[CH2:10][CH2:11][CH2:12]1 |f:2.3,5.6.7|. Procedure: Prepared analogously to Example 1, from 5-phenoxy-1,2,3,4-tetrahydro-quinoline, imidazole-2-carboxaldehyde, zinc chloride and sodium cyanoborohydride in methanol. MS (ISP): 306.3 ([M+H]+). Reactants: COC(C1=CN=C(C=C1)NCC=1C(=NOC1C)CCCC)=O (6-[(3-butyl-5-methyl-isoxazol-4-ylmethyl)-amino]-nicotinic acid methyl ester), NC(CO)C (rac-2-amino-1-propanol). Run at temperature 50 celsius. The product is C(CCC)C1=NOC(=C1CNC1=NC=C(C(=O)NC(CO)C)C=C1)C (6-[((3-Butyl-5-methyl-isoxazol-4-yl)methyl)-amino]-N-(2-hydroxy-1-methyl-ethyl)-nicotinamide). The yield is 52.9%. Reaction SMILES: CO[C:3](=[O:22])[C:4]1[CH:9]=[CH:8][C:7]([NH:10][CH2:11][C:12]2[C:13]([CH2:18][CH2:19][CH2:20][CH3:21])=[N:14][O:15][C:16]=2[CH3:17])=[N:6][CH:5]=1.[NH2:23][CH:24]([CH3:27])[CH2:25][OH:26]>>[CH2:18]([C:13]1[C:12]([CH2:11][NH:10][C:7]2[CH:8]=[CH:9][C:4]([C:3]([NH:23][CH:24]([CH3:27])[CH2:25][OH:26])=[O:22])=[CH:5][N:6]=2)=[C:16]([CH3:17])[O:15][N:14]=1)[CH2:19][CH2:20][CH3:21]. Reported procedure: A mixture of 6-[(3-butyl-5-methyl-isoxazol-4-ylmethyl)-amino]-nicotinic acid methyl ester (90 mg, 0.3 mmol), rac-2-amino-1-propanol (27 mg, 0.36 mmol) and TBD (12 mg, 0.09 mmol) was heated at 50° C. for 4 h under argon. The reaction mixture was concentrated onto silica then purified by chromatography (silica, 0 to 7% methanol in ethyl acetate) to give the title compound (55 mg, 54%) as a colourless oil. MS: m/e=347.3 [M+H]+.